Dataset: the Open Reaction Database (ORD), a public repository of structured organic reaction records. Task: describe an organic reaction: reactants, conditions, products, and yield The reactants are ClC=1C=C(C=CC1Cl)NC1=NC=C(C(=N1)NC)NC(=O)N(C)CCO (2-(3,4-dichlorophenylamino)-4-methylamino-5-[[N-methyl-(2-hydroxyethyl)-amino]carbonylamino]-pyrimidine), C1(=CC=CC=C1)P(C1=CC=CC=C1)C1=CC=CC=C1 (triphenylphosphine), N(=NC(=O)OCC)C(=O)OCC (diethyl azodicarboxylate). Run in O1CCCC1 (tetrahydrofuran). Conditions: time 8 hour. Product: ClC=1C=C(C=CC1Cl)NC1=NC=C(C(=N1)NC)N1C(N(CC1)C)=O (2-(3,4-dichlorophenylamino)-4-methylamino-5-(3-methyl-imidazolidin-2-on-1-yl)-pyrimidine). As a reaction SMILES: [Cl:1][C:2]1[CH:3]=[C:4]([NH:9][C:10]2[N:15]=[C:14]([NH:16][CH3:17])[C:13]([NH:18][C:19]([N:21]([CH2:23][CH2:24]O)[CH3:22])=[O:20])=[CH:12][N:11]=2)[CH:5]=[CH:6][C:7]=1[Cl:8].C1(P(C2C=CC=CC=2)C2C=CC=CC=2)C=CC=CC=1.N(C(OCC)=O)=NC(OCC)=O>O1CCCC1>[Cl:1][C:2]1[CH:3]=[C:4]([NH:9][C:10]2[N:15]=[C:14]([NH:16][CH3:17])[C:13]([N:18]3[CH2:24][CH2:23][N:21]([CH3:22])[C:19]3=[O:20])=[CH:12][N:11]=2)[CH:5]=[CH:6][C:7]=1[Cl:8]. Reported procedure: 300 mg of 2-(3,4-dichlorophenylamino)-4-methylamino-5-[[N-methyl-(2-hydroxyethyl)-amino]carbonylamino]-pyrimidine and 205 mg of triphenylphosphine in 6 ml of tetrahydrofuran are combined with 0.13 ml of diethyl azodicarboxylate and stirred overnight at ambient temperature. The reaction mixture is purified by chromatography through a silica gel column with ethyl acetate/methanol/conc. aqueous ammonia (19:1:0.5). Starting materials: C1CCOC1, CCCCCC=CCC=CCCCCCCCCOCCC(O)CN(C)C, O=C1CCC(=O)O1. Product: CCCCCC=CCC=CCCCCCCCCOCCC(CN(C)C)OC(=O)CCC(=O)O. As a reaction SMILES: [CH2:35]1[O:36][CH2:37][CH2:38][CH2:39]1.[CH3:8][N:9]([CH2:10][CH:11]([CH2:12][CH2:13][O:14][CH2:15][CH2:16][CH2:17][CH2:18][CH2:19][CH2:20][CH2:21][CH2:22][CH:23]=[CH:24][CH2:25][CH:26]=[CH:27][CH2:28][CH2:29][CH2:30][CH2:31][CH3:32])[OH:33])[CH3:34].[O:1]=[C:2]1[CH2:3][CH2:4][C:5](=[O:6])[O:7]1>>[O:1]=[C:2]([CH2:3][CH2:4][C:5](=[O:6])[O:33][CH:11]([CH2:10][N:9]([CH3:8])[CH3:34])[CH2:12][CH2:13][O:14][CH2:15][CH2:16][CH2:17][CH2:18][CH2:19][CH2:20][CH2:21][CH2:22][CH:23]=[CH:24][CH2:25][CH:26]=[CH:27][CH2:28][CH2:29][CH2:30][CH2:31][CH3:32])[OH:7]. Starting materials: BrC=1C=C2C=3CCCC(C3NC2=CC1)N (6-bromo-2,3,4,9-tetrahydro-1H-carbazol-1-amine), C(C=CC1=CC=CC=C1)(=O)Cl (cinnamoyl chloride). Product: BrC=1C=C2C=3CCCC(C3NC2=CC1)NC(C=CC1=CC=CC=C1)=O (N-(6-Bromo-2,3,4,9-tetrahydro-1H-carbazol-1-yl)-3-phenylprop-2-enamide), solid. Isolated yield 35.0%. Reaction SMILES: [Br:1][C:2]1[CH:3]=[C:4]2[C:12](=[CH:13][CH:14]=1)[NH:11][C:10]1[CH:9]([NH2:15])[CH2:8][CH2:7][CH2:6][C:5]2=1.[C:16](Cl)(=[O:25])[CH:17]=[CH:18][C:19]1[CH:24]=[CH:23][CH:22]=[CH:21][CH:20]=1>>[Br:1][C:2]1[CH:3]=[C:4]2[C:12](=[CH:13][CH:14]=1)[NH:11][C:10]1[CH:9]([NH:15][C:16](=[O:25])[CH:17]=[CH:18][C:19]3[CH:24]=[CH:23][CH:22]=[CH:21][CH:20]=3)[CH2:8][CH2:7][CH2:6][C:5]2=1. Procedure details: N-(6-Bromo-2,3,4,9-tetrahydro-1H-carbazol-1-yl)-3-phenylprop-2-enamide was prepared from 6-bromo-2,3,4,9-tetrahydro-1H-carbazol-1-amine and cinnamoyl chloride in a similar manner as described above to give an off-white solid (35% yield). Starting materials: COC(=O)c1cc2ccc3[nH]ncc3c2n1C, CO, [Na+], [OH-]. The product is Cn1c(C(=O)O)cc2ccc3[nH]ncc3c21. Reaction SMILES: [CH3:1][O:2][C:3](=[O:4])[c:5]1[n:6]([CH3:17])[c:7]2[c:8]3[cH:9][n:10][nH:11][c:12]3[cH:13][cH:14][c:15]2[cH:16]1.[CH3:20][OH:21].[Na+:19].[OH-:18]>>[O:2]=[C:3]([OH:4])[c:5]1[n:6]([CH3:17])[c:7]2[c:8]3[cH:9][n:10][nH:11][c:12]3[cH:13][cH:14][c:15]2[cH:16]1.